Dataset: the Open Reaction Database (ORD), a public repository of structured organic reaction records. Task: describe an organic reaction: reactants, conditions, products, and yield The reactants are C(C)(C)(C)[Si](C)(C)Cl (tert-Butylchlorodimethylsilane), N1C=NC=C1 (imidazole), C1(OCC2=CC=CC=C12)=O ((3H)-isobenzofuranone), O (water). Run in C(C)(=O)OCC (ethyl acetate), CN(C=O)C (N,N-dimethylformamide), CCCCCC (hexane). Reaction conditions: time 1 hour. Yields the product [Si](C)(C)(C(C)(C)C)OCC1=CC=C2COC(C2=C1)=O (6-[(tert-Butyldimethylsilyl)oxymethyl]-1 (3H)-isobenzofuranone). Isolated yield 94.0%. As a reaction SMILES: [C:1]([Si:5](Cl)([CH3:7])[CH3:6])([CH3:4])([CH3:3])[CH3:2].N1C=CN=[CH:10]1.[C:14]1(=[O:23])[C:22]2[C:17](=[CH:18][CH:19]=[CH:20][CH:21]=2)[CH2:16][O:15]1.[OH2:24]>CN(C)C=O.CCCCCC.C(OCC)(=O)C>[Si:5]([O:24][CH2:10][C:20]1[CH:21]=[C:22]2[C:17]([CH2:16][O:15][C:14]2=[O:23])=[CH:18][CH:19]=1)([C:1]([CH3:4])([CH3:3])[CH3:2])([CH3:7])[CH3:6]. Procedure: tert-Butylchlorodimethylsilane (647.3 mg, 4.30 mmol) and imidazole (292.3 mg, 4.30 mmol) were added to 6-(hydroxymethyl)-[(3H)-isobenzofuranone (587.5 mg, 3.58 mmol) obtained from Example 1-(4) or Example 1-(6) in N,N-dimethylformamide (10 ml). After the mixture was stirred at room temperature for 1 hour, water (20 ml) was added thereto, and then the product was extracted with a mixed solvent of ethyl acetate and hexane. The organic layer was washed with water and then with a saturated aqueous s... Reactants: O=[N+]([O-])c1ccc2ncnc(Cl)c2c1, C1CCOC1, O. The product is Nc1ccc2ncnc(Cl)c2c1. RXN SMILES: [Cl:1][c:2]1[n:3][cH:4][n:5][c:6]2[cH:7][cH:8][c:9]([N+:12]([O-:13])=[O:14])[cH:10][c:11]12.[O:15]1[CH2:16][CH2:17][CH2:18][CH2:19]1.[OH2:20]>>[Cl:1][c:2]1[n:3][cH:4][n:5][c:6]2[cH:7][cH:8][c:9]([NH2:12])[cH:10][c:11]12. The reactants are C(C(=O)CC(=O)O)C(=O)O (1,3-acetonedicarboxylic acid), C(C)(=O)[O-].[Na+] (sodium acetate), FC1=CC=C(CN)C=C1 (4-fluorobenzylamine), C(CC=O)CC=O (glutaric dialdehyde). Solvent: O (water), Cl (hydrochloric acid), O (water), Cl (hydrochloric acid). Product: FC1=CC=C(CN2C3CC(CC2CCC3)=O)C=C1 (9-(4-Fluorobenzyl)-9-aza-bicyclo-[3.3.1]-nonan-3-one). Reaction SMILES: [F:1][C:2]1[CH:9]=[CH:8][C:5]([CH2:6][NH2:7])=[CH:4][CH:3]=1.[CH2:10]([CH2:14][CH:15]=[O:16])[CH2:11][CH:12]=O.[CH2:17]([C:24](O)=O)[C:18](CC(O)=O)=O.C([O-])(=O)C.[Na+]>Cl.O>[F:1][C:2]1[CH:9]=[CH:8][C:5]([CH2:6][N:7]2[CH:10]3[CH2:11][CH2:12][CH2:24][CH:17]2[CH2:18][C:15](=[O:16])[CH2:14]3)=[CH:4][CH:3]=1 |f:3.4|. Procedure: A solution of 4-fluorobenzylamine (25 g) in dilute hydrochloric acid (5N, 40 ml) was added to glutaric dialdehyde (50%, 48 ml) in water (800 ml) with stirring. A solution of 1,3-acetonedicarboxylic acid (29.2 g) and sodium acetate (16.4 g) in water (200 ml) was then added and the mixture stirred for 24 hours at room temperature. A further quantity of dilute hydrochloric acid (10 ml) was then added and the mixture stirred for a further 48 hours. Reactants: [NH4+].[Cl-] (NH4Cl), C(C1=CC=CC=C1)O[C@@H]1[C@H](O[C@H]([C@@H]([C@H]1OCC1=CC=CC=C1)OCC1=CC=CC=C1)C1=C(C(=C(C(=C1)CC1=CC=C(C=C1)OCC)Cl)OCC=C)OCC=C)COCC1=CC=CC=C1 ((2R,3R,4R,5S,6S)-3,4,5-Tris(benzyloxy)-2-((benzyloxy)methyl)-6-(2,3-bis(allyloxy)-4-chloro-5-(4-ethoxybenzyl)phenyl)tetrahydro-2H-pyran), [BH4-].[Na+] (NaBH4). The reagents and catalysts are C=1C=CC(=CC1)[P](C=2C=CC=CC2)(C=3C=CC=CC3)[Pd]([P](C=4C=CC=CC4)(C=5C=CC=CC5)C=6C=CC=CC6)([P](C=7C=CC=CC7)(C=8C=CC=CC8)C=9C=CC=CC9)[P](C=1C=CC=CC1)(C=1C=CC=CC1)C=1C=CC=CC1 (Pd(PPh3)4). Run in C1CCOC1 (THF). Conditions: time 12 hour. Product: ClC1=C(C(=C(C=C1CC1=CC=C(C=C1)OCC)[C@@H]1O[C@@H]([C@H]([C@@H]([C@H]1OCC1=CC=CC=C1)OCC1=CC=CC=C1)OCC1=CC=CC=C1)COCC1=CC=CC=C1)O)O (3-Chloro-4-(4-ethoxybenzyl)-6-((2S,3S,4R,5R,6R)-3,4,5-tris(benzyloxy)-6-((benzyloxy)methyl)tetrahydro-2H-pyran-2-yl)benzene-1,2-diol). Yield: 86.0%. Reaction SMILES: [CH2:1]([O:8][C@H:9]1[C@H:14]([O:15][CH2:16][C:17]2[CH:22]=[CH:21][CH:20]=[CH:19][CH:18]=2)[C@@H:13]([O:23][CH2:24][C:25]2[CH:30]=[CH:29][CH:28]=[CH:27][CH:26]=2)[C@H:12]([C:31]2[CH:36]=[C:35]([CH2:37][C:38]3[CH:43]=[CH:42][C:41]([O:44][CH2:45][CH3:46])=[CH:40][CH:39]=3)[C:34]([Cl:47])=[C:33]([O:48]CC=C)[C:32]=2[O:52]CC=C)[O:11][C@@H:10]1[CH2:56][O:57][CH2:58][C:59]1[CH:64]=[CH:63][CH:62]=[CH:61][CH:60]=1)[C:2]1[CH:7]=[CH:6][CH:5]=[CH:4][CH:3]=1.[BH4-].[Na+].[NH4+].[Cl-]>C1COCC1.C1C=CC([P]([Pd]([P](C2C=CC=CC=2)(C2C=CC=CC=2)C2C=CC=CC=2)([P](C2C=CC=CC=2)(C2C=CC=CC=2)C2C=CC=CC=2)[P](C2C=CC=CC=2)(C2C=CC=CC=2)C2C=CC=CC=2)(C2C=CC=CC=2)C2C=CC=CC=2)=CC=1>[Cl:47][C:34]1[C:35]([CH2:37][C:38]2[CH:43]=[CH:42][C:41]([O:44][CH2:45][CH3:46])=[CH:40][CH:39]=2)=[CH:36][C:31]([C@H:12]2[C@H:13]([O:23][CH2:24][C:25]3[CH:30]=[CH:29][CH:28]=[CH:27][CH:26]=3)[C@@H:14]([O:15][CH2:16][C:17]3[CH:22]=[CH:21][CH:20]=[CH:19][CH:18]=3)[C@H:9]([O:8][CH2:1][C:2]3[CH:3]=[CH:4][CH:5]=[CH:6][CH:7]=3)[C@@H:10]([CH2:56][O:57][CH2:58][C:59]3[CH:60]=[CH:61][CH:62]=[CH:63][CH:64]=3)[O:11]2)=[C:32]([OH:52])[C:33]=1[OH:48] |f:1.2,3.4,^1:77,79,98,117|. Procedure: To a solution of compound 203 (2.82 g, 2.06 mmol) in THF (20 mL) were added NaBH4 (0.23 g, 6.00 mmol) and Pd(PPh3)4 (0.23 g, 0.20 mmol) at 0° C. The mixture was warmed up to r.t. slowly and stirred at r.t. for 12 h. The mixture was cooled to 0° C. and aq. sat'd NH4Cl solution (50 mL) was added to the mixture slowly. The mixture was extracted with EtOAc (50 mL). The organic layer was washed with brine, dried over MgSO4, filtered, and concentrated in vacuo. The residue was purified by silica gel c... Procedure: 10 g of intermediate A1 and 200 ml of an aqueous solution of NH3 (32%) are mixed in an autoclave and heated up to 130° C. for 8 hours. The reaction mixture is diluted with 200 ml water. The precipitated reaction product is separated washed with water and dichloro methane and dried at reduced pressure. Reactants: ClC1=C(CN(C2=C1N=CC=1N2CN(C1)OC)CCC)C (4-chloro-8-methoxy-3-methyl-1-propyl-imidazo[1,5-a]pyrido[3,2-e]pyrazine), aqueous solution, N (NH3). RXN SMILES: Cl[C:2]1[C:7]2[N:8]=[CH:9][C:10]3[N:11]([CH2:12][N:13]([O:15][CH3:16])[CH:14]=3)[C:6]=2[N:5]([CH2:17][CH2:18][CH3:19])[CH2:4][C:3]=1[CH3:20].[NH3:21]>O>[NH2:21][C:2]1[C:7]2[N:8]=[CH:9][C:10]3[N:11]([CH2:12][N:13]([O:15][CH3:16])[CH:14]=3)[C:6]=2[N:5]([CH2:17][CH2:18][CH3:19])[CH2:4][C:3]=1[CH3:20]. Conditions: temperature 130 celsius. Solvent: O (water). Product: NC1=C(CN(C2=C1N=CC=1N2CN(C1)OC)CCC)C (4-amino-8-methoxy-3-methyl-1-propyl-imidazo[1,5-a]pyrido[3,2-e]pyrazine). The reactants are C1=C(C=CC2=CC=CC=C12)CCC(N)=N (3-(napht-2yl)propanimidamide), O=C(C(C(=O)OC)CC1=CC=C(C=C1)C1=C(C=CC=C1)C1=NN=NN1C(C)(C)C)CCCC (methyl 3-oxo-2-[[2'-(1-[1,1-dimethylethyl]-1H-tetrazol-5-yl)[1,1'-biphenyl]-4-yl]methyl]heptanoate). Reaction conditions: temperature 100 celsius. Yields the product C(CCC)C1=C(C(N=C(N1)CCC1=CC2=CC=CC=C2C=C1)=O)CC1=CC=C(C=C1)C1=C(C=CC=C1)C1=NN=NN1 (6-butyl-2-[2-(napht-2-yl)ethyl]-5-[[2'-(1H-tetrazol-5yl)[1,1'-biphenyl]-4-yl]methyl]-pyrimidin-4(1H)-one). The yield is 72.9%. RXN SMILES: [CH:1]1[C:10]2[C:5](=[CH:6][CH:7]=[CH:8][CH:9]=2)[CH:4]=[CH:3][C:2]=1[CH2:11][CH2:12][C:13](=[NH:15])[NH2:14].O=[C:17]([CH2:45][CH2:46][CH2:47][CH3:48])[CH:18]([CH2:23][C:24]1[CH:29]=[CH:28][C:27]([C:30]2[CH:35]=[CH:34][CH:33]=[CH:32][C:31]=2[C:36]2[N:40](C(C)(C)C)[N:39]=[N:38][N:37]=2)=[CH:26][CH:25]=1)[C:19](OC)=[O:20]>>[CH2:45]([C:17]1[NH:14][C:13]([CH2:12][CH2:11][C:2]2[CH:3]=[CH:4][C:5]3[C:10](=[CH:9][CH:8]=[CH:7][CH:6]=3)[CH:1]=2)=[N:15][C:19](=[O:20])[C:18]=1[CH2:23][C:24]1[CH:29]=[CH:28][C:27]([C:30]2[CH:35]=[CH:34][CH:33]=[CH:32][C:31]=2[C:36]2[NH:40][N:39]=[N:38][N:37]=2)=[CH:26][CH:25]=1)[CH2:46][CH2:47][CH3:48]. Procedure: Following example 4.2, a mixture of 1.75 g of 3-(napht-2yl)propanimidamide and 3.3 g of methyl 3-oxo-2-[[2'-(1-[1,1-dimethylethyl]-1H-tetrazol-5-yl)[1,1'-biphenyl]-4-yl]methyl]heptanoate is heated at 100° C., for 3.50 hours. The product is purified by chromatography on silica gel column by eluting with a mixture of dichloromethane and methanol, to obtain 2.9 g of the product in the form of a pale yellow paste. 1.5 g of the foregoing product are dissolved in a 30% solution of bromhydric acid in a...